Dataset: the Open Reaction Database (ORD), a public repository of structured organic reaction records. Task: describe an organic reaction: reactants, conditions, products, and yield Yields the product CCC(CC)C(=O)Nc1c[nH]nc1-c1nc2cc3c(cc2[nH]1)C(C)(C)C(=O)N3CC. As a reaction SMILES: [CH2:24]([CH3:25])[CH:26]([C:27](=[O:28])[Cl:29])[CH2:30][CH3:31].[NH2:1][c:2]1[c:3](-[c:7]2[n:8][c:9]3[c:10]([cH:11][c:12]4[c:16]([cH:17]3)[N:15]([CH2:18][CH3:19])[C:14](=[O:20])[C:13]4([CH3:21])[CH3:22])[nH:23]2)[n:4][nH:5][cH:6]1>>[NH:1]([c:2]1[c:3](-[c:7]2[n:8][c:9]3[c:10]([cH:11][c:12]4[c:16]([cH:17]3)[N:15]([CH2:18][CH3:19])[C:14](=[O:20])[C:13]4([CH3:21])[CH3:22])[nH:23]2)[n:4][nH:5][cH:6]1)[C:27]([CH:26]([CH2:24][CH3:25])[CH2:30][CH3:31])=[O:28]. Starting materials: CCC(CC)C(=O)Cl, CCN1C(=O)C(C)(C)c2cc3[nH]c(-c4n[nH]cc4N)nc3cc21. Starting materials: [Si](C)(C)(C(C)(C)C)Cl (tert-butyl(dimethyl)silyl chloride), OCC1CCC(NC1)=O (5-hydroxymethyl-2-piperidone), N1C=NC=C1 (imidazole). Solvent: CN(C)C=O (DMF). Reaction conditions: temperature 22 celsius, time 35 hour. Product: [Si](C)(C)(C(C)(C)C)OCC1CCC(NC1)=O (5-[t-Butyl(dimethyl)silyloxymethyl]-2-piperidone). The yield is 50.2%. Reaction SMILES: [Si:1](Cl)([C:4]([CH3:7])([CH3:6])[CH3:5])([CH3:3])[CH3:2].[OH:9][CH2:10][CH:11]1[CH2:16][NH:15][C:14](=[O:17])[CH2:13][CH2:12]1.N1C=CN=C1>CN(C=O)C>[Si:1]([O:9][CH2:10][CH:11]1[CH2:16][NH:15][C:14](=[O:17])[CH2:13][CH2:12]1)([C:4]([CH3:7])([CH3:6])[CH3:5])([CH3:3])[CH3:2]. Procedure details: To a solution of 5.8 g tert-butyl(dimethyl)silyl chloride and 5.0 g of 5-hydroxymethyl-2-piperidone in 150 ml of anhydrous DMF was added 5.3 g of imidazole. After stirring for 35 hours at 22° C., the mixture was evaporated under vacuum to remove most of the DMF. Following the addition of water, the residue was extracted with three portions of ethyl acetate. The combined organic extracts were washed with water, 0.5N HCl, water and brine, dried over magnesium sulfate and evaporated. The resulting ... Reactants: S(O)(O)(=O)=O (sulfuric acid), CC1=C(N(CCO)CC)C=CC=C1 (methyl-N-ethyl-N-(β-hydroxyethyl)aniline). Yields the product S(=O)(=O)(O)O.CC1=C(N(CCO)CC)C=CC=C1 (methyl-N-ethyl-N-(β-hydroxyethyl)aniline sulfate). Reaction SMILES: [S:1](=[O:5])(=[O:4])([OH:3])[OH:2].[CH3:6][C:7]1[CH:18]=[CH:17][CH:16]=[CH:15][C:8]=1[N:9]([CH2:13][CH3:14])[CH2:10][CH2:11][OH:12]>>[S:1]([OH:5])([OH:4])(=[O:3])=[O:2].[CH3:6][C:7]1[CH:18]=[CH:17][CH:16]=[CH:15][C:8]=1[N:9]([CH2:13][CH3:14])[CH2:10][CH2:11][OH:12] |f:2.3|. Procedure: A process according to claim 5, which comprises the additional step of adding sulfuric acid to convert any methyl-N-ethyl-N-(β-hydroxyethyl)aniline formed during catalytic hydrogenation step to methyl-N-ethyl-N-(β-hydroxyethyl)aniline sulfate.